Dataset: the Open Reaction Database (ORD), a public repository of structured organic reaction records. Task: describe an organic reaction: reactants, conditions, products, and yield The reactants are C(#C)C1=CC=C(C=C1)C1=CC=C(C=C1)F (4-ethynyl-4'-fluorobiphenyl), C(C)[Mg]Br (ethyl magnesium bromide), C1CO1 (ethylene oxide). Run in C1CCOC1 (THF), C1CCOC1 (THF), C1CCOC1 (THF). The product is FC1=CC=C(C=C1)C1=CC=C(C=C1)C#CCCO[Mg]Br (4-(4'-Fluoro-4-biphenylyl)-3-butyn-1-oxymagnesium bromide). RXN SMILES: [C:1]([C:3]1[CH:8]=[CH:7][C:6]([C:9]2[CH:14]=[CH:13][C:12]([F:15])=[CH:11][CH:10]=2)=[CH:5][CH:4]=1)#[CH:2].C([Mg:18][Br:19])C.[CH2:20]1[O:22][CH2:21]1>C1COCC1>[F:15][C:12]1[CH:13]=[CH:14][C:9]([C:6]2[CH:7]=[CH:8][C:3]([C:1]#[C:2][CH2:20][CH2:21][O:22][Mg:18][Br:19])=[CH:4][CH:5]=2)=[CH:10][CH:11]=1. Procedure details: 19.6 g. of 4-ethynyl-4'-fluorobiphenyl in 200 ml. THF is converted with an excess of ethyl magnesium bromide to the Grignard compound, to which is added 100 ml. of THF and then a solution of 5 g. of ethylene oxide in 10 ml. of THF. After subsidance of the exothermic reaction, the mixture is heated under reflux for 1 hour. 4-(4'-Fluoro-4-biphenylyl)-3-butyn-1-oxymagnesium bromide is thereby formed in situ. To this is added 150 ml. of 1 N hydrochloric acid. After stirring for 20 minutes at 20° and... The product is CC=1SC(=C2N=C3N(C(C21)=O)C=C(C=C3)C(=O)N)C (1,3-dimethyl-10-oxo-10H-pyrido[1,2-a]thieno[3,4-d]pyrimidine-7-carboxamide). Reaction conditions: temperature 180 celsius. Isolated yield 3.2%. Reactants: NC=1C(=C(SC1C)C)C(=O)OC (4-amino-2,5-dimethyl-3-thiophenecarboxylic acid, methyl ester), ClC1=CC=C(C=N1)C(=O)N (6-chloro-3-pyridinecarboxamide). As a reaction SMILES: [NH2:1][C:2]1[C:3]([C:9]([O:11]C)=O)=[C:4]([CH3:8])[S:5][C:6]=1[CH3:7].Cl[C:14]1[N:19]=[CH:18][C:17]([C:20]([NH2:22])=[O:21])=[CH:16][CH:15]=1>N1C=CC=CC=1>[CH3:8][C:4]1[S:5][C:6]([CH3:7])=[C:2]2[C:3]=1[C:9](=[O:11])[N:19]1[CH:18]=[C:17]([C:20]([NH2:22])=[O:21])[CH:16]=[CH:15][C:14]1=[N:1]2. Solvent: N1=CC=CC=C1 (pyridine). Procedure: A mixture of 5 g (0.0226 mol) of 4-amino-2,5-dimethyl-3-thiophenecarboxylic acid, methyl ester and 3.5 g (0.0226 mol) of 6-chloro-3-pyridinecarboxamide (Aldrich Chemical Company) is heated in an oil bath at 180° C. for thirty minutes. The mixture is cooled, dissolved in hot pyridine, cooled, the precipitate collected and dissolved in hot methanol, activated charcoal (Darco-G60, Matheson, Coleman and Bell) is added and the hot suspension is filtered through Supercell Hyflo® (Johns-Manville). The ... The reactants are Clc1ncnc2cc(Br)sc12, CC(C)(C)O, CC(Cl)Cl, Nc1ccc2[nH]ccc2c1. Product: Brc1cc2ncnc(Nc3ccc4[nH]ccc4c3)c2s1. Reaction SMILES: [Br:1][c:2]1[cH:3][c:4]2[n:5][cH:6][n:7][c:8]([Cl:11])[c:9]2[s:10]1.[C:26]([OH:27])([CH3:28])([CH3:29])[CH3:30].[Cl:22][CH:23]([Cl:24])[CH3:25].[NH2:12][c:13]1[cH:14][c:15]2[cH:16][cH:17][nH:18][c:19]2[cH:20][cH:21]1>>[Br:1][c:2]1[cH:3][c:4]2[n:5][cH:6][n:7][c:8]([NH:12][c:13]3[cH:14][c:15]4[cH:16][cH:17][nH:18][c:19]4[cH:20][cH:21]3)[c:9]2[s:10]1. Reactants: CCO, [Cl-], Cl, O=[N+]([O-])c1cccc(C(F)(Cl)C(F)(Cl)Cl)c1. Reaction SMILES: [CH3:19][CH2:20][OH:21].[Cl-:17].[ClH:18].[F:1][C:2]([C:3]([Cl:4])([Cl:5])[F:6])([Cl:7])[c:8]1[cH:9][c:10]([N+:14]([O-:15])=[O:16])[cH:11][cH:12][cH:13]1>>[F:1][C:2]([C:3]([Cl:4])([Cl:5])[F:6])([Cl:7])[c:8]1[cH:9][c:10]([NH2:14])[cH:11][cH:12][cH:13]1. Yields the product Nc1cccc(C(F)(Cl)C(F)(Cl)Cl)c1. Reactants: CCO, CCOC(=O)C(C)(C)N(CC(C)=O)C(=O)Cc1ccccc1. Yields the product CCOC(=O)C(C)(C)N1CC(C)=C(c2ccccc2)C1=O. Reaction SMILES: [CH3:23][CH2:24][OH:25].[O:1]=[C:2]([CH2:3][N:4]([C:5]([C:6](=[O:7])[O:8][CH2:9][CH3:10])([CH3:11])[CH3:12])[C:13]([CH2:14][c:15]1[cH:16][cH:17][cH:18][cH:19][cH:20]1)=[O:21])[CH3:22]>>[C:2]1([CH3:22])=[C:14]([c:15]2[cH:16][cH:17][cH:18][cH:19][cH:20]2)[C:13](=[O:21])[N:4]([C:5]([C:6](=[O:7])[O:8][CH2:9][CH3:10])([CH3:11])[CH3:12])[CH2:3]1. Starting materials: ClC=1C=C(C=CC1)N(C(CN(C(OC(C)(C)C)=O)C)=O)CCC#N (tert-butyl 2-((3-chlorophenyl)(2-cyanoethyl)amino)-2-oxoethyl(methyl)carbamate), CO (Methanol). Run in C1CCOC1 (THF), C1CCOC1 (THF). Product: NCCCN(CCN(C(OC(C)(C)C)=O)C)C1=CC(=CC=C1)Cl (tert-butyl 2-((3-aminopropyl)(3-chlorophenyl)amino)ethyl(methyl)carbamate). The yield is 104465.6%. RXN SMILES: [Cl:1][C:2]1[CH:3]=[C:4]([N:8]([CH2:21][CH2:22][C:23]#[N:24])[C:9](=O)[CH2:10][N:11]([CH3:19])[C:12](=[O:18])[O:13][C:14]([CH3:17])([CH3:16])[CH3:15])[CH:5]=[CH:6][CH:7]=1.CO>C1COCC1>[NH2:24][CH2:23][CH2:22][CH2:21][N:8]([C:4]1[CH:5]=[CH:6][CH:7]=[C:2]([Cl:1])[CH:3]=1)[CH2:9][CH2:10][N:11]([CH3:19])[C:12](=[O:18])[O:13][C:14]([CH3:15])([CH3:17])[CH3:16]. Reported procedure: tert-butyl 2-((3-chlorophenyl)(2-cyanoethyl)amino)-2-oxoethyl(methyl)carbamate (500 mg, 1.4 mmol) was dissolved in anhydrous THF (10 mL) and heated to reflux under nitrogen atmosphere. A solution of BH3.MeS in THF was added drop wise and stirring was continued under reflux overnight. The resulting solution was cooled to room temperature. Methanol was added drop wise to quench the reaction. After evaporation of the solution, the crude product was purified by column chromatography to afford the pu... Starting materials: C(C)#N (acetonitrile), C(CO)(=O)O (glycolic acid), C([O-])([O-])=O.[Cs+].[Cs+] (cesium carbonate), ClC=1C=CC(=C(C1)[C@@]1(C(N(C2=CC(=CC=C12)C(F)(F)F)CCl)=O)F)OC ((S)-3-(5-chloro-2-methoxy-phenyl)-1-chloromethyl-3-fluoro-6-trifluoromethyl-1,3-dihydro-indol-2-one). Run in C(C)OCC (diethyl ether). Conditions: time 36 hour. Yields the product ClC=1C=CC(=C(C1)[C@@]1(C(N(C2=CC(=CC=C12)C(F)(F)F)COC(CO)=O)=O)F)OC ((S)-Hydroxy-acetic acid 3-(5-chloro-2-methoxy-phenyl)-3-fluoro-2-oxo-6-trifluoromethyl-2,3-dihydro-indol-1-ylmethyl ester). The yield is 57.5%. As a reaction SMILES: [Cl:1][C:2]1[CH:3]=[CH:4][C:5]([O:25][CH3:26])=[C:6]([C@@:8]2([F:24])[C:16]3[C:11](=[CH:12][C:13]([C:17]([F:20])([F:19])[F:18])=[CH:14][CH:15]=3)[N:10]([CH2:21]Cl)[C:9]2=[O:23])[CH:7]=1.C(#N)C.[C:30]([OH:34])(=[O:33])[CH2:31][OH:32].C(=O)([O-])[O-].[Cs+].[Cs+]>C(OCC)C>[Cl:1][C:2]1[CH:3]=[CH:4][C:5]([O:25][CH3:26])=[C:6]([C@@:8]2([F:24])[C:16]3[C:11](=[CH:12][C:13]([C:17]([F:20])([F:19])[F:18])=[CH:14][CH:15]=3)[N:10]([CH2:21][O:34][C:30](=[O:33])[CH2:31][OH:32])[C:9]2=[O:23])[CH:7]=1 |f:3.4.5|. Procedure: To a 10 mL flask containing (S)-3-(5-chloro-2-methoxy-phenyl)-1-chloromethyl-3-fluoro-6-trifluoromethyl-1,3-dihydro-indol-2-one ((S)-V) (0.200 g, 0.489 mmol) was added 3 mL anhydrous acetonitrile, glycolic acid (0.045 g, 0.588 mmol) and cesium carbonate (0.079 g, 0.245 mmol). The reaction was stirred for 36 hours at room temperature, then the organic layer was diluted with 5 mL diethyl ether and the organic solution was decanted away from the solid cesium chloride. The solvent was evaporated in ... The reactants are C(C)OC(=O)[C@H](CCCCCCCCN1C(C=2C(C1=O)=CC=CC2)=O)N[C@H]2CSC1=C(N(C2=O)CC(=O)[O-])C=CC=C1 (3(R)-[1(S)-ethoxycarbonyl-9-phthalimidononyl]amino-4-oxo-2,3,4,5-tetrahydro-1,5-benzothiazepine-5-acetate), C(C)(=O)OCC.Cl (hydrogen chloride-ethyl acetate). Reported procedure: In 5 ml of 5N hydrogen chloride-ethyl acetate solution is dissolved 0.1 g of 3(R)-[1(S)-ethoxycarbonyl-9-phthalimidononyl]amino-4-oxo-2,3,4,5-tetrahydro-1,5-benzothiazepine-5-acetate, and the solution is left standing at room temperature for 3 hours. Petroleum ether (50 ml) is added to the solution and the deposited precipitate is dried under reduced pressure to give 0.076 g of 3(R)-[1(S)-ethoxycarbonyl-9-phthalimidononyl]amino-4-oxo-2,3,4,5-tetrahydro-1,5-benzothiazepine-5-acetic acid hydrochlo... Conditions: time 3 hour. RXN SMILES: [CH2:1]([O:3][C:4]([C@@H:6]([NH:26][C@@H:27]1[C:33](=[O:34])[N:32]([CH2:35][C:36]([O-:38])=[O:37])[C:31]2[CH:39]=[CH:40][CH:41]=[CH:42][C:30]=2[S:29][CH2:28]1)[CH2:7][CH2:8][CH2:9][CH2:10][CH2:11][CH2:12][CH2:13][CH2:14][N:15]1[C:19](=[O:20])[C:18]2=[CH:21][CH:22]=[CH:23][CH:24]=[C:17]2[C:16]1=[O:25])=[O:5])[CH3:2].C(OCC)(=O)C.[ClH:49]>>[ClH:49].[CH2:1]([O:3][C:4]([C@@H:6]([NH:26][C@@H:27]1[C:33](=[O:34])[N:32]([CH2:35][C:36]([OH:38])=[O:37])[C:31]2[CH:39]=[CH:40][CH:41]=[CH:42][C:30]=2[S:29][CH2:28]1)[CH2:7][CH2:8][CH2:9][CH2:10][CH2:11][CH2:12][CH2:13][CH2:14][N:15]1[C:19](=[O:20])[C:18]2=[CH:21][CH:22]=[CH:23][CH:24]=[C:17]2[C:16]1=[O:25])=[O:5])[CH3:2] |f:1.2,3.4|. The solvent is Petroleum ether. Yields the product Cl.C(C)OC(=O)[C@H](CCCCCCCCN1C(C=2C(C1=O)=CC=CC2)=O)N[C@H]2CSC1=C(N(C2=O)CC(=O)O)C=CC=C1 (3(R)-[1(S)-ethoxycarbonyl-9-phthalimidononyl]amino-4-oxo-2,3,4,5-tetrahydro-1,5-benzothiazepine-5-acetic acid hydrochloride). The reactants are ClCCCN1C(NC2=C1C=CC=C2)=O (1-(3-chloropropyl)-1,3-dihydro-2H-benzimidazol-2-one), ClC1=CC=C(C=C1)C1(CCNCC1)O (4-(4-chlorophenyl)-4-piperidinol), C([O-])([O-])=O.[Na+].[Na+] (sodium carbonate), [I-].[K+] (potassium iodide). Run in CC(CC(C)=O)C (4-methyl-2-pentanone), O (water). The product is ClC1=CC=C(C=C1)C1(CCN(CC1)CCCN1C(NC2=C1C=CC=C2)=O)O (1-{3-[4-(4-chlorophenyl)-4-hydroxy-1-piperidinyl]-propyl}-1,3-dihydro-2H-benzimidazol-2-one). Isolated yield 26.0%. RXN SMILES: Cl[CH2:2][CH2:3][CH2:4][N:5]1[C:9]2[CH:10]=[CH:11][CH:12]=[CH:13][C:8]=2[NH:7][C:6]1=[O:14].[Cl:15][C:16]1[CH:21]=[CH:20][C:19]([C:22]2([OH:28])[CH2:27][CH2:26][NH:25][CH2:24][CH2:23]2)=[CH:18][CH:17]=1.C(=O)([O-])[O-].[Na+].[Na+].[I-].[K+]>O.CC(C)CC(=O)C>[Cl:15][C:16]1[CH:21]=[CH:20][C:19]([C:22]2([OH:28])[CH2:23][CH2:24][N:25]([CH2:2][CH2:3][CH2:4][N:5]3[C:9]4[CH:10]=[CH:11][CH:12]=[CH:13][C:8]=4[NH:7][C:6]3=[O:14])[CH2:26][CH2:27]2)=[CH:18][CH:17]=1 |f:2.3.4,5.6|. Procedure details: A mixture of 2.3 parts of 1-(3-chloropropyl)-1,3-dihydro-2H-benzimidazol-2-one, 2.12 parts of 4-(4-chlorophenyl)-4-piperidinol, 3.2 parts of sodium carbonate, 0.1 parts of potassium iodide and 80 parts of 4-methyl-2-pentanone is stirred and refluxed for 36 hours. After cooling to room temperature, water is added and the layers are separated. The organic phase is dried, filtered and evaporated. The residue is purified by column-chromatography over silica gel using a mixture of trichloromethane an...